From a dataset of the Open Reaction Database (ORD), a public repository of structured organic reaction records. describe an organic reaction: reactants, conditions, products, and yield The reactants are O=C([O-])O, ClCCl, C1CCOC1, CC1(C)CCCC(C)(C)N1O, CCCC[N+](CCCC)(CCCC)CCCC, [Cl-], CC(O)c1cnc(Cl)nc1Cl, ClCl, [Na+], O. The product is CC(=O)c1cnc(Cl)nc1Cl. RXN SMILES: [C:23](=[O:24])([OH:25])[O-:26].[CH2:30]([Cl:31])[Cl:32].[CH2:52]1[O:53][CH2:54][CH2:55][CH2:56]1.[CH3:12][C:13]1([CH3:22])[N:14]([O:15])[C:16]([CH3:17])([CH3:18])[CH2:19][CH2:20][CH2:21]1.[CH3:34][CH2:35][CH2:36][CH2:37][N+:38]([CH2:39][CH2:40][CH2:41][CH3:42])([CH2:43][CH2:44][CH2:45][CH3:46])[CH2:47][CH2:48][CH2:49][CH3:50].[Cl-:33].[Cl:1][c:2]1[n:3][cH:4][c:5]([CH:9]([CH3:10])[OH:11])[c:6]([Cl:8])[n:7]1.[Cl:28][Cl:29].[Na+:27].[OH2:51]>>[Cl:1][c:2]1[n:3][cH:4][c:5]([C:9]([CH3:10])=[O:11])[c:6]([Cl:8])[n:7]1. Starting materials: CS(=O)(=O)O, CCOCC, COc1ccc(C2=C(c3ccc(OCc4ncc(C)cc4C)cc3)C(=O)C(C)(C)O2)cc1, ClCCl. The product is CS(=O)(=O)O, COc1ccc(C2=C(c3ccc(OCc4ncc(C)cc4C)cc3)C(=O)C(C)(C)O2)cc1. RXN SMILES: [CH3:1][S:2]([OH:3])(=[O:4])=[O:5].[CH3:41][CH2:42][O:43][CH2:44][CH3:45].[CH3:6][c:7]1[c:8]([CH2:14][O:15][c:16]2[cH:17][cH:18][c:19]([C:22]3=[C:26]([c:27]4[cH:28][cH:29][c:30]([O:33][CH3:34])[cH:31][cH:32]4)[O:25][C:24]([CH3:35])([CH3:36])[C:23]3=[O:37])[cH:20][cH:21]2)[n:9][cH:10][c:11]([CH3:13])[cH:12]1.[Cl:38][CH2:39][Cl:40]>>[CH3:1][S:2](=[O:3])(=[O:4])[OH:5].[CH3:6][c:7]1[c:8]([CH2:14][O:15][c:16]2[cH:17][cH:18][c:19]([C:22]3=[C:26]([c:27]4[cH:28][cH:29][c:30]([O:33][CH3:34])[cH:31][cH:32]4)[O:25][C:24]([CH3:35])([CH3:36])[C:23]3=[O:37])[cH:20][cH:21]2)[n:9][cH:10][c:11]([CH3:13])[cH:12]1. Solvent: C(C)(=O)OCC (ethyl acetate). The reactants are C(C)OC(=O)N1[C@H](C[C@H](C2=CC(=CC(=C12)N)Cl)N(C(=O)OC)CC1=CC(=CC(=C1)C(F)(F)F)C(F)(F)F)C (cis-8-amino-4-[(3,5-bis-trifluoromethyl-benzyl)-methoxycarbonyl-amino]-6-chloro-2-methyl-3,4-dihydro-2H-quinoline-1-carboxylic acid ethyl ester), ClC(=O)OC (methyl chloroformate), ClCCl (dichloromethane), N1=CC=CC=C1 (pyridine). Reported procedure: To a pre-dried flask under nitrogen atmosphere was added cis-8-amino-4-[(3,5-bis-trifluoromethyl-benzyl)-methoxycarbonyl-amino]-6-chloro-2-methyl-3,4-dihydro-2H-quinoline-1-carboxylic acid ethyl ester (Example 109) (30 mg, 0.053 mmol), followed by anhydrous dichloromethane (2 mL), pyridine (0.5 mL), and methyl chloroformate (0.016 mL, 0.21 mmol). The reaction was stirred overnight at room temperature before ethyl acetate was added, and the mixture was extracted three times with 1N HCl, followed ... RXN SMILES: [CH2:1]([O:3][C:4]([N:6]1[C:15]2[C:10](=[CH:11][C:12]([Cl:17])=[CH:13][C:14]=2[NH2:16])[C@H:9]([N:18]([CH2:23][C:24]2[CH:29]=[C:28]([C:30]([F:33])([F:32])[F:31])[CH:27]=[C:26]([C:34]([F:37])([F:36])[F:35])[CH:25]=2)[C:19]([O:21][CH3:22])=[O:20])[CH2:8][C@@H:7]1[CH3:38])=[O:5])[CH3:2].ClCCl.N1C=CC=CC=1.Cl[C:49]([O:51][CH3:52])=[O:50]>C(OCC)(=O)C>[CH2:1]([O:3][C:4]([N:6]1[C:15]2[C:10](=[CH:11][C:12]([Cl:17])=[CH:13][C:14]=2[NH:16][C:49]([O:51][CH3:52])=[O:50])[C@H:9]([N:18]([CH2:23][C:24]2[CH:25]=[C:26]([C:34]([F:37])([F:35])[F:36])[CH:27]=[C:28]([C:30]([F:31])([F:32])[F:33])[CH:29]=2)[C:19]([O:21][CH3:22])=[O:20])[CH2:8][C@@H:7]1[CH3:38])=[O:5])[CH3:2]. The product is C(C)OC(=O)N1[C@H](C[C@H](C2=CC(=CC(=C12)NC(=O)OC)Cl)N(C(=O)OC)CC1=CC(=CC(=C1)C(F)(F)F)C(F)(F)F)C (cis-4-[(3,5-Bis-trifluoromethyl-benzyl)-methoxycarbonyl-amino]-6-chloro-8-methoxycarbonylamino-2-methyl-3,4-dihydro-2H-quinoline-1-carboxylic acid ethyl ester). Isolated yield 87.4%.